This data is from the Open Reaction Database (ORD), a public repository of structured organic reaction records. The task is: describe an organic reaction: reactants, conditions, products, and yield Starting materials: FC(S(=O)(=O)NS(=O)(=O)C1=C(C=CC(=C1)Br)Br)(F)F (N-trifluoromethanesulfonyl-2,5-dibromo-benzene-sulfonamide), [Na] (sodium), [Na][Na] (disodium), [OH-].[NH4+] (Ammonium hydroxide). The reagents and catalysts are [Cu] (copper). The solvent is CN(C)C=O (DMF), C(CC)O (n-propanol). Run at temperature 120 celsius, time 8 hour. The product is FC(S(=O)(=O)NS(=O)(=O)C=1C(=CC=C(C1)Br)C=1C(=CC(=CC1)Br)S(=O)(=O)NS(=O)(=O)C(F)(F)F)(F)F (N,N′-bis(trifluoromethanesulfonyl)-4,4′-dibromo-biphenyl-2,2′-disulfonamide). Yield: 45.0%. RXN SMILES: [F:1][C:2]([F:19])([F:18])[S:3]([NH:6][S:7]([C:10]1[CH:15]=[C:14]([Br:16])[CH:13]=[CH:12][C:11]=1Br)(=[O:9])=[O:8])(=[O:5])=[O:4].[Na].[OH-:21].[NH4+:22].[Na][Na]>C(O)CC.[Cu].CN(C=O)C>[F:1][C:2]([F:19])([F:18])[S:3]([NH:6][S:7]([C:10]1[C:11]([C:11]2[C:10]([S:7]([NH:22][S:3]([C:2]([F:1])([F:18])[F:19])(=[O:5])=[O:4])(=[O:8])=[O:21])=[CH:15][C:14]([Br:16])=[CH:13][CH:12]=2)=[CH:12][CH:13]=[C:14]([Br:16])[CH:15]=1)(=[O:9])=[O:8])(=[O:5])=[O:4] |f:2.3,^1:19|. Reported procedure: Inside a glove box, a 200 mL round-bottom flask equipped with a stirring bar, reflux condenser, and a septum was charged with N-trifluoromethanesulfonyl-2,5-dibromo-benzene-sulfonamide, sodium salt (11.24 g, 24 mmoles), activated copper powder (23.5 g), and DMF (50 mL). The flask was heated to 120° C. under nitrogen and stirred overnight. The solution was cooled to room temperature, filtered, and the solids washed with DMF. The solvent was evaporated by distilling under high vacuum and the resul... Starting materials: C(C)(C)(C)OC(=O)N[C@H](CN1CCN(CC1)C1=CC=CC=2CCCCC12)CSC(C1=CC=CC=C1)(C1=CC=CC=C1)C1=CC=CC=C1 (1-(2(R)- tert-butoxycarbonylamino-3-triphenylmethylthiopropyl)-4-(5,6,7,8-tetrahydronaphth-1-yl)piperazine), ClCCl (dichloromethane), C(C)[SiH](CC)CC (triethylsilane), FC(C(=O)O)(F)F (trifluoroacetic acid). As a reaction SMILES: C(OC([NH:8][C@@H:9]([CH2:27][S:28]C(C1C=CC=CC=1)(C1C=CC=CC=1)C1C=CC=CC=1)[CH2:10][N:11]1[CH2:16][CH2:15][N:14]([C:17]2[C:26]3[CH2:25][CH2:24][CH2:23][CH2:22][C:21]=3[CH:20]=[CH:19][CH:18]=2)[CH2:13][CH2:12]1)=O)(C)(C)C.C([SiH](CC)CC)C.FC(F)(F)C(O)=O.[Cl:62]CCl>>[ClH:62].[ClH:62].[ClH:62].[NH2:8][C@@H:9]([CH2:27][SH:28])[CH2:10][N:11]1[CH2:12][CH2:13][N:14]([C:17]2[C:26]3[CH2:25][CH2:24][CH2:23][CH2:22][C:21]=3[CH:20]=[CH:19][CH:18]=2)[CH2:15][CH2:16]1 |f:4.5.6.7|. The product is Cl.Cl.Cl.N[C@H](CN1CCN(CC1)C1=CC=CC=2CCCCC12)CS (1-(2(R)-Amino-3-mercaptopropyl)-4-(5,6,7,8-tetrahydronaphth-1-yl)piperazine trihydrochloride). Procedure: The title compound was prepared according to the procedure described in Example 1, Step E, except using 1-(2(R)- tert-butoxycarbonylamino-3-triphenylmethylthiopropyl)-4-(5,6,7,8-tetrahydronaphth-1-yl)piperazine obtained in Step B above, triethylsilane (0.71 mL, 4.48 mmol), trifluoroacetic acid (6 mL) and dichloromethane (12 mL). Purification by preparative HPLC using gradient elution (100% Solvent A to 40% Solvent A/60% Solvent B over 60 min), ion exchange and lyophilization afforded the title c... Reactants: NC1=C(C2=CC=CC=C2C=C1)SC(C(C(=O)O)O)C1=CC=C(C=C1)OC ((-)-β-[(2-amino-1-naphthalenyl)thio]-α-hydroxy-4-methoxybenzenepropanoic acid), C1(=CC=C(C=C1)S(=O)(=O)O)C (p-toluenesulfonic acid), O (water). Solvent: C=1(C(=CC=CC1)C)C (xylene). Product: OC1C(NC2=C(SC1C1=CC=C(C=C1)OC)C1=CC=CC=C1C=C2)=O (2,3-dihydro-3-hydroxy-2-(4-methoxyphenyl)naphtho[1,2-b] [1.4]thiazepin-4(5H)-one). RXN SMILES: [NH2:1][C:2]1[CH:11]=[CH:10][C:9]2[C:4](=[CH:5][CH:6]=[CH:7][CH:8]=2)[C:3]=1[S:12][CH:13]([C:19]1[CH:24]=[CH:23][C:22]([O:25][CH3:26])=[CH:21][CH:20]=1)[CH:14]([OH:18])[C:15](O)=[O:16].C1(C)C=CC(S(O)(=O)=O)=CC=1.O>C1(C)C(C)=CC=CC=1>[OH:18][CH:14]1[CH:13]([C:19]2[CH:24]=[CH:23][C:22]([O:25][CH3:26])=[CH:21][CH:20]=2)[S:12][C:3]2[C:4]3[C:9]([CH:10]=[CH:11][C:2]=2[NH:1][C:15]1=[O:16])=[CH:8][CH:7]=[CH:6][CH:5]=3. Reported procedure: A mixture of 1.0g (0.0027 mol) of (-)-β-[(2-amino-1-naphthalenyl)thio]-α-hydroxy-4-methoxybenzenepropanoic acid and 0.1 g of p-toluenesulfonic acid in 50 ml of xylene was stirred and heated at reflux for 1.5 hours using a Dean-Stark water strap. After cooling the crystals were collected to provide 0.80 g (80%) of [2R-(2α,3α)] 2,3-dihydro-3-hydroxy-2-(4-methoxyphenyl)naphtho[1,2-b] [1.4]thiazepin-4(5H)-one, mp 238-239°, [α]D 25 -22.97° (C 0.51, acetone). Reactants: CCCC(O)CCC, Cc1cc(C)c(N2CCCc3c2[nH]n(C)c3=O)c(Cl)c1, C1CCOC1, c1ccc(P(c2ccccc2)c2ccccc2)cc1. The product is CCCC(CCC)Oc1c2c(nn1C)N(c1c(C)cc(C)cc1Cl)CCC2. As a reaction SMILES: [CH3:40][CH2:41][CH2:42][CH:43]([CH2:44][CH2:45][CH3:46])[OH:47].[Cl:1][c:2]1[c:3]([N:10]2[c:11]3[c:12]([c:16](=[O:20])[n:17]([CH3:19])[nH:18]3)[CH2:13][CH2:14][CH2:15]2)[c:4]([CH3:9])[cH:5][c:6]([CH3:8])[cH:7]1.[O:48]1[CH2:49][CH2:50][CH2:51][CH2:52]1.[c:21]1([P:22]([c:23]2[cH:24][cH:25][cH:26][cH:27][cH:28]2)[c:29]2[cH:30][cH:31][cH:32][cH:33][cH:34]2)[cH:35][cH:36][cH:37][cH:38][cH:39]1>>[Cl:1][c:2]1[c:3]([N:10]2[c:11]3[c:12]([c:16]([O:20][CH:43]([CH2:42][CH2:41][CH3:40])[CH2:44][CH2:45][CH3:46])[n:17]([CH3:19])[n:18]3)[CH2:13][CH2:14][CH2:15]2)[c:4]([CH3:9])[cH:5][c:6]([CH3:8])[cH:7]1. Reactants: CC(=O)N1c2ccccc2SC1c1ccccc1OCC1CO1, CC(C)(C)N, CCOC(C)=O, CCO, Cl. The product is CC(=O)N1c2ccccc2SC1c1ccccc1OCC(O)CNC(C)(C)C, Cl. As a reaction SMILES: [C:1]([CH3:2])(=[O:3])[N:4]1[CH:5]([c:13]2[c:14]([O:19][CH2:20][CH:21]3[CH2:22][O:23]3)[cH:15][cH:16][cH:17][cH:18]2)[S:6][c:7]2[c:8]1[cH:9][cH:10][cH:11][cH:12]2.[C:24]([CH3:25])([CH3:26])([CH3:27])[NH2:28].[CH3:30][CH2:31][O:32][C:33](=[O:34])[CH3:35].[CH3:36][CH2:37][OH:38].[ClH:29]>>[C:1]([CH3:2])(=[O:3])[N:4]1[CH:5]([c:13]2[c:14]([O:19][CH2:20][CH:21]([CH2:22][NH:28][C:24]([CH3:25])([CH3:26])[CH3:27])[OH:23])[cH:15][cH:16][cH:17][cH:18]2)[S:6][c:7]2[c:8]1[cH:9][cH:10][cH:11][cH:12]2.[ClH:29]. Starting materials: Brc1ccccn1, O=C([O-])O, C1CCOC1, CCOCC, [Li]CCCC, [Cl-], CON(C)C(=O)c1[nH]c2cc(Cl)ccc2c1[N+](=O)[O-], [NH4+], [Na+]. Product: O=C(c1ccccn1)c1[nH]c2cc(Cl)ccc2c1[N+](=O)[O-]. RXN SMILES: [Br:1][c:2]1[cH:3][cH:4][cH:5][cH:6][n:7]1.[C:34](=[O:35])([OH:36])[O-:37].[CH2:44]1[O:45][CH2:46][CH2:47][CH2:48]1.[CH3:39][CH2:40][O:41][CH2:42][CH3:43].[CH3:8][CH2:9][CH2:10][CH2:11][Li:12].[Cl-:32].[Cl:13][c:14]1[cH:15][cH:16][c:17]2[c:18]([N+:29](=[O:30])[O-:31])[c:19]([C:23](=[O:24])[N:25]([O:26][CH3:27])[CH3:28])[nH:20][c:21]2[cH:22]1.[NH4+:33].[Na+:38]>>[c:2]1([C:23]([c:19]2[c:18]([N+:29](=[O:30])[O-:31])[c:17]3[cH:16][cH:15][c:14]([Cl:13])[cH:22][c:21]3[nH:20]2)=[O:24])[cH:3][cH:4][cH:5][cH:6][n:7]1. Reactants: [OH-].[Na+] (Sodium hydroxide), NC1=CC(=C(OC2=C(C=C3C=C(C(OC3=C2)C(F)(F)F)C(=O)OCC)Cl)C=C1)F (ethyl 7-(4-amino-2-fluorophenoxy)-6-chloro-2-(trifluoromethyl)-2H-chromene-3-carboxylate), Cl (HCl). Isolated yield 75.4%. Procedure: The ester from Step 2 (0.10 g, 0.23 mmole) was dissolved in 0.5 mL methanol and 0.5 mL THF. Sodium hydroxide (2.5 N) (0.2 mL, 0.46 mmole) was added to above solution and stirred at room temperature for overnight. The reaction mixture was acidified with 0.5 N HCl. The compound was extracted out with EtOAc. The organic layer was washed with water and dried over anhydrous MgSO4. The filtrate was evaporated and dried in vacuo to afford the title compound as a yellow solid (0.07 g, 75%): LCMS m/z 402... RXN SMILES: [NH2:1][C:2]1[CH:28]=[CH:27][C:5]([O:6][C:7]2[CH:16]=[C:15]3[C:10]([CH:11]=[C:12]([C:21]([O:23]CC)=[O:22])[CH:13]([C:17]([F:20])([F:19])[F:18])[O:14]3)=[CH:9][C:8]=2[Cl:26])=[C:4]([F:29])[CH:3]=1.[OH-].[Na+].Cl>CO.C1COCC1>[NH2:1][C:2]1[CH:28]=[CH:27][C:5]([O:6][C:7]2[CH:16]=[C:15]3[C:10]([CH:11]=[C:12]([C:21]([OH:23])=[O:22])[CH:13]([C:17]([F:20])([F:18])[F:19])[O:14]3)=[CH:9][C:8]=2[Cl:26])=[C:4]([F:29])[CH:3]=1 |f:1.2|. Reaction conditions: time 8 hour. The product is NC1=CC(=C(OC2=C(C=C3C=C(C(OC3=C2)C(F)(F)F)C(=O)O)Cl)C=C1)F (7-(4-amino-2-fluorophenoxy)-6-chloro-2-(trifluoromethyl)-2H-chromene-3-carboxylic acid). Solvent: C1CCOC1 (THF), CO (methanol). Reactants: CCOC(=O)CP(=O)(OCC)OCC, C1CCOC1, [H-], [Na+], CC(C)(C)OC(=O)N1CC(=O)C1. Yields the product CCOC(=O)C=C1CN(C(=O)OC(C)(C)C)C1. As a reaction SMILES: [CH2:1]([O:2][P:3]([O:4][CH2:5][CH3:6])(=[O:7])[CH2:9][C:10](=[O:11])[O:12][CH2:13][CH3:14])[CH3:8].[CH2:29]1[O:30][CH2:31][CH2:32][CH2:33]1.[H-:16].[Na+:15].[O:17]=[C:18]1[CH2:19][N:20]([C:22](=[O:23])[O:24][C:25]([CH3:26])([CH3:27])[CH3:28])[CH2:21]1>>[CH:9]([C:10](=[O:11])[O:12][CH2:13][CH3:14])=[C:18]1[CH2:19][N:20]([C:22](=[O:23])[O:24][C:25]([CH3:26])([CH3:27])[CH3:28])[CH2:21]1.